This data is from the Open Reaction Database (ORD), a public repository of structured organic reaction records. The task is: describe an organic reaction: reactants, conditions, products, and yield The reactants are CC(=O)O[BH-](OC(C)=O)OC(C)=O, CN(CCCCCCCCC=O)C1C2CCC1C(OC(=O)C(O)(c1cccs1)c1cccs1)C2, CC(=O)O, ClCCCl, CC(C)(C)[Si](C)(C)OC(CN)c1ccc(O)c2[nH]c(=O)ccc12, [Na+]. Yields the product CN(CCCCCCCCCNCC(O[Si](C)(C)C(C)(C)C)c1ccc(O)c2[nH]c(=O)ccc12)C1C2CCC1C(OC(=O)C(O)(c1cccs1)c1cccs1)C2. As a reaction SMILES: [C:58]([O:59][BH-:60]([O:61][C:62](=[O:63])[CH3:64])[O:65][C:66](=[O:67])[CH3:68])(=[O:69])[CH3:70].[CH3:1][N:2]([CH:3]1[CH:4]2[CH:5]([O:10][C:11]([C:12]([c:13]3[s:14][cH:15][cH:16][cH:17]3)([c:18]3[s:19][cH:20][cH:21][cH:22]3)[OH:23])=[O:24])[CH2:6][CH:7]1[CH2:8][CH2:9]2)[CH2:25][CH2:26][CH2:27][CH2:28][CH2:29][CH2:30][CH2:31][CH2:32][CH:33]=[O:34].[CH3:72][C:73](=[O:74])[OH:75].[Cl:76][CH2:77][CH2:78][Cl:79].[NH2:35][CH2:36][CH:37]([O:38][Si:39]([CH3:40])([CH3:41])[C:42]([CH3:43])([CH3:44])[CH3:45])[c:46]1[c:47]2[cH:48][cH:49][c:50](=[O:57])[nH:51][c:52]2[c:53]([OH:56])[cH:54][cH:55]1.[Na+:71]>>[CH3:1][N:2]([CH:3]1[CH:4]2[CH:5]([O:10][C:11]([C:12]([c:13]3[s:14][cH:15][cH:16][cH:17]3)([c:18]3[s:19][cH:20][cH:21][cH:22]3)[OH:23])=[O:24])[CH2:6][CH:7]1[CH2:8][CH2:9]2)[CH2:25][CH2:26][CH2:27][CH2:28][CH2:29][CH2:30][CH2:31][CH2:32][CH2:33][NH:35][CH2:36][CH:37]([O:38][Si:39]([CH3:40])([CH3:41])[C:42]([CH3:43])([CH3:44])[CH3:45])[c:46]1[c:47]2[cH:48][cH:49][c:50](=[O:57])[nH:51][c:52]2[c:53]([OH:56])[cH:54][cH:55]1. Starting materials: C(CC)(=O)O.C(CC)(=O)O.O[C@@H]1[C@]2(C)[C@@H](CC1)[C@@H]1CCC3=CC(C[C@@H]([C@]3(CO)[C@H]1CC2)C)=O (17β,19-dihydroxy-1α-methyl-4-androsten3-one dipropionate), C(C)OC(OCC)OCC (triethylorthoformate), C1(=CC=C(C=C1)S(=O)(=O)O)C (p-toluenesulfonic acid), C(C)O (ethanol). Solvent: O1CCCC1 (tetrahydrofuran), N1=CC=CC=C1 (pyridine). The product is C(CC)(=O)O[C@@H]1[C@]2(C)[C@@H](CC1)[C@@H]1CC=C3C=C(C[C@@H]([C@]3(COC(CC)=O)[C@H]1CC2)C)OCC (3-ethoxy-1α-methyl-3,5-androstadiene-17β,19-diol dipropionate). As a reaction SMILES: [C:1]([OH:5])(=[O:4])[CH2:2][CH3:3].[C:6]([OH:10])(=O)[CH2:7][CH3:8].O[C@H:12]1[CH2:17][CH2:16][C@H:15]2[C@H:18]3[C@H:29]([CH2:30][CH2:31][C@:13]12[CH3:14])[C@:26]1([CH2:27][OH:28])[C:21](=[CH:22][C:23](=[O:33])[CH2:24][C@@H:25]1[CH3:32])[CH2:20][CH2:19]3.[CH2:34](OC(OCC)OCC)[CH3:35].C1(C)C=CC(S(O)(=O)=O)=CC=1.C(O)C>O1CCCC1.N1C=CC=CC=1>[C:1]([O:5][C@H:12]1[CH2:17][CH2:16][C@H:15]2[C@H:18]3[C@H:29]([CH2:30][CH2:31][C@:13]12[CH3:14])[C@:26]1([CH2:27][O:28][C:6](=[O:10])[CH2:7][CH3:8])[C:21]([CH:22]=[C:23]([O:33][CH2:34][CH3:35])[CH2:24][C@@H:25]1[CH3:32])=[CH:20][CH2:19]3)(=[O:4])[CH2:2][CH3:3] |f:0.1.2|. Procedure details: A solution of 17β,19-dihydroxy-1α-methyl-4-androsten3-one dipropionate, triethylorthoformate, p-toluenesulfonic acid and ethanol in tetrahydrofuran is stirred at room temperature for about 2 hours. The reaction mixture is poured onto ice water containing a few drops of pyridine and stirred well. The solid which forms is filtered and crystallized from ethanol to yield pure 3-ethoxy-1α-methyl-3,5-androstadiene-17β,19-diol dipropionate.